Dataset: the Open Reaction Database (ORD), a public repository of structured organic reaction records. Task: describe an organic reaction: reactants, conditions, products, and yield The reactants are ClCC1=CC=C(C=C1)CNC(C)=O (N-(4-Chloromethylphenylmethyl)acetamide), Cl.CNC (dimethylamine hydrochloride), C([O-])([O-])=O.[K+].[K+] (potassium carbonate). Run in C(C)#N (acetonitrile). Yields the product CN(C)CC1=CC=C(C=C1)CNC(C)=O (N-(4-dimethylaminomethylphenylmethyl)acetamide). The yield is 136.1%. As a reaction SMILES: Cl[CH2:2][C:3]1[CH:8]=[CH:7][C:6]([CH2:9][NH:10][C:11](=[O:13])[CH3:12])=[CH:5][CH:4]=1.Cl.[CH3:15][NH:16][CH3:17].C(=O)([O-])[O-].[K+].[K+]>C(#N)C>[CH3:15][N:16]([CH2:2][C:3]1[CH:8]=[CH:7][C:6]([CH2:9][NH:10][C:11](=[O:13])[CH3:12])=[CH:5][CH:4]=1)[CH3:17] |f:1.2,3.4.5|. Procedure details: N-(4-Chloromethylphenylmethyl)acetamide (20.0 g) and dimethylamine hydrochloride (9.1 g) were dissolved in acetonitrile (190 ml), and potassium carbonate (28 g) was added. The mixture was refluxed under heating overnight. An insoluble solid was filtered off and the solvent was evaporated to give the objective N-(4-dimethylaminomethylphenylmethyl)acetamide (28.4 g) as an oil. Starting materials: ice, FC(C=1C(=C(C=C(C1)C(F)(F)F)N)N)(F)F (3,5-bis(trifluoromethyl)-1,2-phenylenediamine), N1=CC=CC=C1 (pyridine), ClC(CC(=O)OCC)=O (ethyl 3-chloro-3-oxopropionate). The solvent is C(Cl)Cl (methylene chloride), C(Cl)Cl (methylene chloride). Conditions: temperature 0 celsius, time 3 hour. Yields the product NC1=C(C=C(C=C1C(F)(F)F)C(F)(F)F)NC(CC(=O)OCC)=O (ethyl 3-(2-amino-3,5-bis(trifluoromethyl)phenylamino)-3-oxopropanoate). Isolated yield 76.8%. As a reaction SMILES: [F:1][C:2]([F:16])([F:15])[C:3]1[C:4]([NH2:14])=[C:5]([NH2:13])[CH:6]=[C:7]([C:9]([F:12])([F:11])[F:10])[CH:8]=1.N1C=CC=CC=1.Cl[C:24](=[O:31])[CH2:25][C:26]([O:28][CH2:29][CH3:30])=[O:27]>C(Cl)Cl>[NH2:14][C:4]1[C:3]([C:2]([F:15])([F:16])[F:1])=[CH:8][C:7]([C:9]([F:12])([F:11])[F:10])=[CH:6][C:5]=1[NH:13][C:24](=[O:31])[CH2:25][C:26]([O:28][CH2:29][CH3:30])=[O:27]. Reported procedure: An ice-cold solution of 3,5-bis(trifluoromethyl)-1,2-phenylenediamine (880 mg, 3.6 mmol) and pyridine (104 mg, 1.3 mmol) in methylene chloride (20 mL) was treated with ethyl 3-chloro-3-oxopropionate (181 mg, 1.2 mmol). The mixture was stirred at 0° C. for 3 h, then allowed to warm to room temperature and stirred for four days. The solution was diluted to 100 mL with methylene chloride, washed with saturated NH4Cl (3×20 mL), water (20 mL), and brine (20 mL), then dried over sodium sulfate and con... Starting materials: C(C1=CC=CC=C1)OC=1C(=NC=CC1OC)C(=O)O (3-benzyloxy-4-methoxypicolinic acid), O(C1=CC=CC=C1)C1=CC=C(N)C=C1 (4-phenoxyaniline), C(C1=CC=CC=C1)OC=1C(=NC=C(C1OC)OC)C(=O)O (3-benzyloxy-4,5-dimethoxypicolinic acid), COC1=CC=C(OC2=CC=C(N)C=C2)C=C1 (4-(4′-methoxyphenoxy)aniline). Product: OC=1C(=NC=C(C1OC)OC)C(=O)NC1=CC=C(C=C1)OC1=CC=CC=C1 (3-Hydroxy-4,5-dimethoxy-4′-phenoxypicolinanilide). As a reaction SMILES: C(OC1C(C(O)=O)=NC=CC=1OC)C1C=CC=CC=1.C([O:27][C:28]1[C:29]([C:38]([OH:40])=O)=[N:30][CH:31]=[C:32]([O:36][CH3:37])[C:33]=1[O:34][CH3:35])C1C=CC=CC=1.CO[C:43]1[CH:56]=[CH:55][C:46]([O:47][C:48]2[CH:54]=[CH:53][C:51]([NH2:52])=[CH:50][CH:49]=2)=[CH:45][CH:44]=1.O(C1C=CC(N)=CC=1)C1C=CC=CC=1>>[OH:27][C:28]1[C:29]([C:38]([NH:52][C:51]2[CH:50]=[CH:49][C:48]([O:47][C:46]3[CH:55]=[CH:56][CH:43]=[CH:44][CH:45]=3)=[CH:54][CH:53]=2)=[O:40])=[N:30][CH:31]=[C:32]([O:36][CH3:37])[C:33]=1[O:34][CH3:35]. Procedure: The procedure of Example 29 was repeated, except that 3-benzyloxy-4-methoxypicolinic acid was changed to 3-benzyloxy-4,5-dimethoxypicolinic acid and 4-(4′-methoxyphenoxy)aniline was changed to 4-phenoxyaniline. Thus, the title compound was prepared. Starting materials: N#Cc1ccc2oc(-c3ccc(Br)cc3)nc2c1, Cc1ccccc1, [H-], OCCN1CCCCC1, [Na+]. Product: N#Cc1ccc2oc(-c3ccc(OCCN4CCCCC4)cc3)nc2c1. Reaction SMILES: [Br:1][c:2]1[cH:3][cH:4][c:5](-[c:8]2[o:9][c:10]3[c:11]([n:12]2)[cH:13][c:14]([C:17]#[N:18])[cH:15][cH:16]3)[cH:6][cH:7]1.[CH3:30][c:31]1[cH:32][cH:33][cH:34][cH:35][cH:36]1.[H-:28].[N:19]1([CH2:25][CH2:26][OH:27])[CH2:20][CH2:21][CH2:22][CH2:23][CH2:24]1.[Na+:29]>>[c:2]1([O:27][CH2:26][CH2:25][N:19]2[CH2:20][CH2:21][CH2:22][CH2:23][CH2:24]2)[cH:3][cH:4][c:5](-[c:8]2[o:9][c:10]3[c:11]([n:12]2)[cH:13][c:14]([C:17]#[N:18])[cH:15][cH:16]3)[cH:6][cH:7]1. Reactants: O=C([O-])[O-], CC(C)(C)n1nc(C(F)(F)F)cc1O, CN(C)C=O, FC(F)Cl, [K+], [K+], O. Product: CC(C)(C)n1nc(C(F)(F)F)cc1OC(F)F. Reaction SMILES: [C:15](=[O:16])([O-:17])[O-:18].[C:1]([CH3:2])([CH3:3])([CH3:4])[n:5]1[n:6][c:7]([C:11]([F:12])([F:13])[F:14])[cH:8][c:9]1[OH:10].[CH3:26][N:27]([CH3:28])[CH:29]=[O:30].[Cl:21][CH:22]([F:23])[F:24].[K+:19].[K+:20].[OH2:25]>>[C:1]([CH3:2])([CH3:3])([CH3:4])[n:5]1[n:6][c:7]([C:11]([F:12])([F:13])[F:14])[cH:8][c:9]1[O:10][CH:22]([F:23])[F:24].